Dataset: the Open Reaction Database (ORD), a public repository of structured organic reaction records. Task: describe an organic reaction: reactants, conditions, products, and yield The reactants are CN1CCNCC1, CS(C)=O, CCOC(=O)c1cn(C2CC2)c2nc3cc(F)c(F)cc3cc2c1=O, CC(C)OC(C)C, O. Yields the product CCOC(=O)c1cn(C2CC2)c2nc3cc(N4CCN(C)CC4)c(F)cc3cc2c1=O. RXN SMILES: [CH3:26][N:27]1[CH2:28][CH2:29][NH:30][CH2:31][CH2:32]1.[CH3:33][S:34](=[O:35])[CH3:36].[CH:1]1([n:4]2[cH:5][c:6]([C:21](=[O:22])[O:23][CH2:24][CH3:25])[c:7](=[O:20])[c:8]3[cH:9][c:10]4[c:11]([n:12][c:13]23)[cH:14][c:15]([F:19])[c:16]([F:18])[cH:17]4)[CH2:2][CH2:3]1.[CH:38]([O:39][CH:40]([CH3:41])[CH3:42])([CH3:43])[CH3:44].[OH2:37]>>[CH:1]1([n:4]2[cH:5][c:6]([C:21](=[O:22])[O:23][CH2:24][CH3:25])[c:7](=[O:20])[c:8]3[cH:9][c:10]4[c:11]([n:12][c:13]23)[cH:14][c:15]([N:30]2[CH2:29][CH2:28][N:27]([CH3:26])[CH2:32][CH2:31]2)[c:16]([F:18])[cH:17]4)[CH2:2][CH2:3]1. Starting materials: O=Cc1cc(Br)ccc1CCc1ccccc1, Cc1ccccc1, COC(=O)c1ccc(N)cc1. Product: COC(=O)c1ccc(NCc2cc(Br)ccc2CCc2ccccc2)cc1. Reaction SMILES: [Br:1][c:2]1[cH:3][cH:4][c:5]([CH2:10][CH2:11][c:12]2[cH:13][cH:14][cH:15][cH:16][cH:17]2)[c:6]([CH:7]=[O:8])[cH:9]1.[CH3:29][c:30]1[cH:31][cH:32][cH:33][cH:34][cH:35]1.[NH2:18][c:19]1[cH:20][cH:21][c:22]([C:23](=[O:24])[O:25][CH3:26])[cH:27][cH:28]1>>[Br:1][c:2]1[cH:3][cH:4][c:5]([CH2:10][CH2:11][c:12]2[cH:13][cH:14][cH:15][cH:16][cH:17]2)[c:6]([CH2:7][NH:18][c:19]2[cH:20][cH:21][c:22]([C:23](=[O:24])[O:25][CH3:26])[cH:27][cH:28]2)[cH:9]1. Reactants: C(C(=O)O)(=O)O.CN(C)CCOCC(O)C1=CC=CC2=CC=CC(=C12)[N+](=O)[O-] (2-[2-(N,N-dimethylamino)ethoxy]-1-(8-nitro-1-naphthyl)ethanol oxalate), CO (methanol), [OH-].[Na+] (sodium hydroxide), ice water, Cl.C(C)O (hydrogen chloride ethanol). The reagents and catalysts are [C].[Pd] (palladium-carbon). The solvent is C(Cl)(Cl)Cl (chloroform), C(C)O (ethanol). Conditions: time 30 minute. Yields the product Cl.Cl.NC=1C=CC=C2C=CC=C(C12)C(COCCN(C)C)O (1-(8-amino-1-naphthyl)-2-[2-(N,N-dimethylamino)ethoxy]ethanol dihydrochloride). Reaction SMILES: C(O)(=O)C(O)=O.[CH3:7][N:8]([CH2:10][CH2:11][O:12][CH2:13][CH:14]([C:16]1[C:25]2[C:20](=[CH:21][CH:22]=[CH:23][C:24]=2[N+:26]([O-])=O)[CH:19]=[CH:18][CH:17]=1)[OH:15])[CH3:9].CO.[OH-].[Na+].[ClH:33].C(O)C>C(O)C.[C].[Pd].C(Cl)(Cl)Cl>[ClH:33].[ClH:33].[NH2:26][C:24]1[CH:23]=[CH:22][CH:21]=[C:20]2[C:25]=1[C:16]([CH:14]([OH:15])[CH2:13][O:12][CH2:11][CH2:10][N:8]([CH3:7])[CH3:9])=[CH:17][CH:18]=[CH:19]2 |f:0.1,3.4,5.6,8.9,11.12.13|. Procedure details: A mixture of 150 mg of 2-[2-(N,N-dimethylamino)ethoxy]-1-(8-nitro-1-naphthyl)ethanol oxalate, 150 mg of 5% palladium-carbon and 3 ml of methanol was subjected to-hydrogenation at room temperature for 30 minutes under atmospheric pressure. After the completion of the reaction, the palladium-carbon was removed by filtration. The filtrate was subjected to distillation under reduced pressure to remove the solvent. The residue thus obtained was added to a mixture of 30 ml of ice water and 30 ml of ch... The product is COC(CC1=CC(=CC=C1)CN(S(=O)(=O)C=1N=CN(C1)C)CC1=CC=C(C=C1)CCCC)=O ((3-{[(4-Butyl-benzyl)-(1-methyl-1H-imidazole-4-sulfonyl)-amino]-methyl}phenyl)-acetic acid methyl ester). Procedure: The title compound of Step B was prepared following the procedure described in Step B of Example 1 from {3-[(4-butyl-benzylamino)- methyl]-phenyl}-acetic acid methyl ester, prepared in Step A of Example 9, and 1-methyl-1H-imidazole-4-sulfonyl chloride. 1H NMR (400 MHz, CDCl3) δ 747 (s, 1H), 7.34 (s, 1H), 7.18-7.02 (m, 8H), 4.38 (s, 4H), 3.71 (s, 3H), 3.68 (s, 3H), 3.52 (s, 2H), 2.55 (t, 2H), 1.55 (m, 2H), 1.32 (m, 2H), 0.91 (t, 3H); MS 470 (M+1). Reaction SMILES: [CH3:1][O:2][C:3](=[O:24])[CH2:4][C:5]1[CH:10]=[CH:9][CH:8]=[C:7]([CH2:11][NH:12][CH2:13][C:14]2[CH:19]=[CH:18][C:17]([CH2:20][CH2:21][CH2:22][CH3:23])=[CH:16][CH:15]=2)[CH:6]=1.[CH3:25][N:26]1[CH:30]=[C:29]([S:31](Cl)(=[O:33])=[O:32])[N:28]=[CH:27]1>>[CH3:1][O:2][C:3](=[O:24])[CH2:4][C:5]1[CH:10]=[CH:9][CH:8]=[C:7]([CH2:11][N:12]([CH2:13][C:14]2[CH:19]=[CH:18][C:17]([CH2:20][CH2:21][CH2:22][CH3:23])=[CH:16][CH:15]=2)[S:31]([C:29]2[N:28]=[CH:27][N:26]([CH3:25])[CH:30]=2)(=[O:33])=[O:32])[CH:6]=1. Starting materials: COC(CC1=CC(=CC=C1)CNCC1=CC=C(C=C1)CCCC)=O ({3-[(4-butyl-benzylamino)- methyl]-phenyl}-acetic acid methyl ester), CN1C=NC(=C1)S(=O)(=O)Cl (1-methyl-1H-imidazole-4-sulfonyl chloride). As a reaction SMILES: [CH3:1][N:2]1[CH:7]=[C:6](B2OC(C)(C)C(C)(C)O2)[CH:5]=[C:4]([NH:17][C:18]2[CH:23]=[CH:22][C:21]([C:24]([N:26]3[CH2:31][CH2:30][O:29][CH2:28][CH2:27]3)=[O:25])=[CH:20][N:19]=2)[C:3]1=[O:32].Br[C:34]1[C:35]([CH3:54])=[C:36]([C:40]2[C:49](=[O:50])[C:48]3[C:43](=[CH:44][C:45]([N:51]([CH3:53])[CH3:52])=[CH:46][CH:47]=3)[NH:42][CH:41]=2)[CH:37]=[CH:38][CH:39]=1.P([O-])([O-])([O-])=O.[K+].[K+].[K+]>>[CH3:53][N:51]([CH3:52])[C:45]1[CH:44]=[C:43]2[C:48]([C:49](=[O:50])[C:40]([C:36]3[CH:37]=[CH:38][CH:39]=[C:34]([C:6]4[CH:5]=[C:4]([NH:17][C:18]5[CH:23]=[CH:22][C:21]([C:24]([N:26]6[CH2:31][CH2:30][O:29][CH2:28][CH2:27]6)=[O:25])=[CH:20][N:19]=5)[C:3](=[O:32])[N:2]([CH3:1])[CH:7]=4)[C:35]=3[CH3:54])=[CH:41][NH:42]2)=[CH:47][CH:46]=1 |f:2.3.4.5|. The product is CN(C1=CC=C2C(C(=CNC2=C1)C1=C(C(=CC=C1)C1=CN(C(C(=C1)NC1=NC=C(C=C1)C(=O)N1CCOCC1)=O)C)C)=O)C (7-Dimethylamino-3-(2-methyl-3-{1-methyl-5-[5-(morpholine -4-carbonyl)-pyridin-2-ylamino]-6-oxo-1,6-dihydro-pyridin-3-yl}-phenyl)-1H-quinolin-4-one). The reactants are CN1C(C(=CC(=C1)B1OC(C(O1)(C)C)(C)C)NC1=NC=C(C=C1)C(=O)N1CCOCC1)=O (Methyl-3-[5-(morpholine-4-carbonyl)-pyridin-2-ylamino]-5-(4,4,5,5-tetramethyl-[1,3,2]dioxaborolan-2-yl)-1H-pyridin-2-one), BrC=1C(=C(C=CC1)C1=CNC2=CC(=CC=C2C1=O)N(C)C)C (3-(3-Bromo-2-methyl-phenyl)-7-dimethylamino-1H-quinolin-4-one), P(=O)([O-])([O-])[O-].[K+].[K+].[K+] (potassium phosphate), 2-(dicyclohexylphoshphino)-2′,4′,6′-tri-i -propyl-1,1′-biphenyl, bis(dibenzylidineacetone)palladium(0). Run at temperature 100 celsius. Procedure: To Methyl-3-[5-(morpholine-4-carbonyl)-pyridin-2-ylamino]-5-(4,4,5,5-tetramethyl-[1,3,2]dioxaborolan-2-yl)-1H-pyridin-2-one (27 mg, 0.062 mmol), 3-(3-Bromo-2-methyl-phenyl)-7-dimethylamino-1H-quinolin-4-one (22 mg, 0.062 mmol), potassium phosphate (26 mg, 0.12 mmol), 2-(dicyclohexylphoshphino)-2′,4′,6′-tri-i -propyl-1,1′-biphenyl (1.7 mg, 0.0036 mmol), and bis(dibenzylidineacetone)palladium(0) (1.0 mg, 0.0018 mmol) was added 4 mL of degassed 1:3 water/n-butanol. The headspace of the vessel was e... Isolated yield 38.7%. The reactants are [OH-].[Na+] (NaOH), FC1=C(C(=CC(=C1)S(=O)(=O)C)F)C1=C(C=CC(=N1)C(=O)OC)F (Methyl 6-[2,6-difluoro-4-(methylsulfonyl)phenyl]-5-fluoropyridine-2-carboxylate), Cl (HCl). The product is FC1=C(C(=CC(=C1)S(=O)(=O)C)F)C1=C(C=CC(=N1)C(=O)O)F (6-[2,6-Difluoro-4-(methylsulfonyl)phenyl]-5-fluoropyridine-2-carboxylic acid). As a reaction SMILES: [F:1][C:2]1[CH:7]=[C:6]([S:8]([CH3:11])(=[O:10])=[O:9])[CH:5]=[C:4]([F:12])[C:3]=1[C:13]1[N:18]=[C:17]([C:19]([O:21]C)=[O:20])[CH:16]=[CH:15][C:14]=1[F:23].[OH-].[Na+].Cl>C1COCC1.CO>[F:1][C:2]1[CH:7]=[C:6]([S:8]([CH3:11])(=[O:9])=[O:10])[CH:5]=[C:4]([F:12])[C:3]=1[C:13]1[N:18]=[C:17]([C:19]([OH:21])=[O:20])[CH:16]=[CH:15][C:14]=1[F:23] |f:1.2|. Run in CO (MeOH), C1CCOC1 (THF). Procedure: Methyl 6-[2,6-difluoro-4-(methylsulfonyl)phenyl]-5-fluoropyridine-2-carboxylate (78.0 mg, 0.226 mmol) was dissolved in THF (0.2 mL) and MeOH (0.2 mL), and 1.0 M aq. NaOH (0.90 mL, 0.90 mmol) was then added. The reaction mixture was stirred at room temperature for 40 min. The solution was then neutralized with HCl (12 M) to pH=7 and concentrated under reduced pressure to remove all the solvents. The residue was dissolved in THF and MeOH, dried, filtered and concentrated under reduced pressure to ... Run at time 40 minute. Starting materials: C1CCOC1, Cc1ccc(C(Nc2ccccc2)C(=O)O)s1, Cl, OC1CN2CCC1CC2, On1nnc2ccccc21. The product is Cc1ccc(C(Nc2ccccc2)C(=O)OC2CN3CCC2CC3)s1. RXN SMILES: [CH2:38]1[O:39][CH2:40][CH2:41][CH2:42]1.[CH3:2][c:3]1[cH:4][cH:5][c:6]([CH:8]([C:9](=[O:10])[OH:11])[NH:12][c:13]2[cH:14][cH:15][cH:16][cH:17][cH:18]2)[s:7]1.[ClH:1].[N:19]12[CH2:20][CH:21]([OH:27])[CH:22]([CH2:23][CH2:24]1)[CH2:25][CH2:26]2.[n:28]1([OH:29])[c:30]2[cH:31][cH:32][cH:33][cH:34][c:35]2[n:36][n:37]1>>[CH3:2][c:3]1[cH:4][cH:5][c:6]([CH:8]([C:9]([O:10][CH:21]2[CH2:20][N:19]3[CH2:24][CH2:23][CH:22]2[CH2:25][CH2:26]3)=[O:11])[NH:12][c:13]2[cH:14][cH:15][cH:16][cH:17][cH:18]2)[s:7]1.